From a dataset of the Open Reaction Database (ORD), a public repository of structured organic reaction records. describe an organic reaction: reactants, conditions, products, and yield Starting materials: CN1CC(C(CC1)=O)C (1,3-dimethylpiperidin-4-one), [H-].[Na+] (sodium hydride), BrCC(=C)C1=CC=C(C=C1)F (1-(1-bromomethyl-vinyl)-4-fluoro-benzene). Solvent: CN(C)C=O (DMF). Conditions: time 5 minute. Yields the product FC1=CC=C(C=C1)C(CC1(CN(CCC1=O)C)C)=C (3-[2-(4-fluoro-phenyl)-allyl]-1,3-dimethyl-piperidin-4-one). Yield: 52.1%. RXN SMILES: [CH3:1][N:2]1[CH2:7][CH2:6][C:5](=[O:8])[CH:4]([CH3:9])[CH2:3]1.[H-].[Na+].Br[CH2:13][C:14]([C:16]1[CH:21]=[CH:20][C:19]([F:22])=[CH:18][CH:17]=1)=[CH2:15]>CN(C=O)C>[F:22][C:19]1[CH:20]=[CH:21][C:16]([C:14](=[CH2:15])[CH2:13][C:4]2([CH3:9])[C:5](=[O:8])[CH2:6][CH2:7][N:2]([CH3:1])[CH2:3]2)=[CH:17][CH:18]=1 |f:1.2|. Procedure details: To a stirred solution of 1,3-dimethylpiperidin-4-one (2.8 g, 22.04 mmol) in DMF (10 mL) was added sodium hydride (970 mg, 24.25 mmol) at 0° C. After stiffing for 5 min, 1-(1-bromomethyl-vinyl)-4-fluoro-benzene (4.74 g, 22.04 mmol) was added dropwise and stirring was continued for 30 min. The reaction was quenched with ice water and extracted with EtOAc (2×100 mL). The combined organic layer was washed with water (4×100 mL), dried over anhydrous sodium sulfate and concentrated under reduced press...